This data is from the Open Reaction Database (ORD), a public repository of structured organic reaction records. The task is: describe an organic reaction: reactants, conditions, products, and yield The reactants are Cl (hydrochloric acid), O (water), [OH-].[Na+] (sodium hydroxide), COC(CCC1NC(CC1)=O)=O (5-oxo-2-pyrrolidinepropanoic acid methyl ester). Run in CO (methanol), CO (methanol). Product: C1CC(N2C(CCC12)=O)=O (DIHYDRO-1H-PYRROLIZINE-3,5(2H,6H)-DIONE). Reaction SMILES: CO[C:3](=[O:12])[CH2:4][CH2:5][CH:6]1[CH2:10][CH2:9][C:8](=[O:11])[NH:7]1.O.[OH-].[Na+].Cl>CO>[CH2:5]1[CH:6]2[N:7]([C:8](=[O:11])[CH2:9][CH2:10]2)[C:3](=[O:12])[CH2:4]1 |f:2.3|. Procedure: A solution of 136 g of gamma-nitropimelic acid dimethyl ester in 500 ml of methanol is hydrogenated at approximately 3780 psi using 15 g of Raney Nickel as catalyst. The resulting slurry is filtered to remove the catalyst and the filtrate is concentrated at reduced pressure to yield crude 5-oxo-2-pyrrolidinepropanoic acid methyl ester. The 5-oxo-2-pyrrolidinepropanoic acid methyl ester is dissolved in 100 ml of methanol and 100 ml of water and is treated with 94 g of 50% sodium hydroxide solutio... Reactants: CSSC (dimethyldisulfide), solution, COC=1C=C2C(=CN(C2=CC1)CC1=CC=CC=C1)CC(=O)N (5-methoxy-1-(phenylmethyl)-1H-indole-3-acetamide), S(=O)(=O)(Cl)Cl (Sulfuryl chloride), C(=O)(O)[O-].[Na+] (NaHCO3). Run in C(Cl)Cl (methylene chloride), C(Cl)Cl (methylene chloride). Reaction conditions: time 0.33 hour. Product: COC=1C=C2C(=C(N(C2=CC1)CC1=CC=CC=C1)SC)CC(=O)N (5-methoxy-2-(methylthio)-1-(phenylmethyl)-1H-indole-3-acetamide). Isolated yield 31.0%. Reaction SMILES: S(Cl)(Cl)(=O)=O.CS[S:8][CH3:9].[CH3:10][O:11][C:12]1[CH:13]=[C:14]2[C:18](=[CH:19][CH:20]=1)[N:17]([CH2:21][C:22]1[CH:27]=[CH:26][CH:25]=[CH:24][CH:23]=1)[CH:16]=[C:15]2[CH2:28][C:29]([NH2:31])=[O:30].C([O-])(O)=O.[Na+]>C(Cl)Cl>[CH3:10][O:11][C:12]1[CH:13]=[C:14]2[C:18](=[CH:19][CH:20]=1)[N:17]([CH2:21][C:22]1[CH:27]=[CH:26][CH:25]=[CH:24][CH:23]=1)[C:16]([S:8][CH3:9])=[C:15]2[CH2:28][C:29]([NH2:31])=[O:30] |f:3.4|. Procedure: Sulfuryl chloride (0.8 mL, 10 mmol) was added to an ice-bath cooled solution of 1.0 mL of dimethyldisulfide in 25 mL of methylene chloride, the cooling bath removed, and the mixture allowed to warm to room temperature. Three mL of this solution (containing methanesulfenyl chloride) was added to 320 mg (1.1 mmol) of 5-methoxy-1-(phenylmethyl)-1H-indole-3-acetamide (Example 3) in 100 mL of methylene chloride, stirred 0.33 hours, saturated NaHCO3 solution added, stirred well, and the methylene chlo... The reactants are NC=1C=C(C=CC1)C1=CC=NC=C1 (4-(3-aminophenyl)pyridine), ClC1=CC(=C(C=C1)NC(COCC(=O)O)=O)C(=O)OC ((2-([4-chloro-2-(methoxycarbonyl)phenyl]amino)-2-oxoethoxy)acetic acid). Product: ClC=1C=CC(=C(C(=O)O)C1)NC(COCC(NC1=CC(=CC=C1)C1=CC=NC=C1)=O)=O (5-chloro-2-([(2-oxo-2-([3-(pyridin-4-yl)phenyl]amino)ethoxy)acetyl]amino)benzoic acid). Reaction SMILES: [NH2:1][C:2]1[CH:3]=[C:4]([C:8]2[CH:13]=[CH:12][N:11]=[CH:10][CH:9]=2)[CH:5]=[CH:6][CH:7]=1.[Cl:14][C:15]1[CH:20]=[CH:19][C:18]([NH:21][C:22](=[O:29])[CH2:23][O:24][CH2:25][C:26](O)=[O:27])=[C:17]([C:30]([O:32]C)=[O:31])[CH:16]=1>>[Cl:14][C:15]1[CH:20]=[CH:19][C:18]([NH:21][C:22](=[O:29])[CH2:23][O:24][CH2:25][C:26](=[O:27])[NH:1][C:2]2[CH:7]=[CH:6][CH:5]=[C:4]([C:8]3[CH:13]=[CH:12][N:11]=[CH:10][CH:9]=3)[CH:3]=2)=[C:17]([CH:16]=1)[C:30]([OH:32])=[O:31]. Reported procedure: Using the same method as in Example 1-(ii), 4-(3-aminophenyl)pyridine was reacted with the (2-([4-chloro-2-(methoxycarbonyl)phenyl]amino)-2-oxoethoxy)acetic acid obtained in Example 1-(i) to give 5-chloro-2-([(2-oxo-2-([3-(pyridin-4-yl)phenyl]amino)ethoxy)acetyl]amino)benzoic acid.methyl ester (yield: 82%). Starting materials: CO, [H][H], O=C(OCc1ccccc1)N1CCC2(CC1)CCN(C1CCC(O)CC1)C2=O. Yields the product O=C1N(C2CCC(O)CC2)CCC12CCNCC2. RXN SMILES: [CH3:31][OH:32].[H:29][H:30].[OH:1][CH:2]1[CH2:3][CH2:4][CH:5]([N:8]2[C:9](=[O:28])[C:10]3([CH2:11][CH2:12]2)[CH2:13][CH2:14][N:15]([C:18]([O:19][CH2:20][c:21]2[cH:22][cH:23][cH:24][cH:25][cH:26]2)=[O:27])[CH2:16][CH2:17]3)[CH2:6][CH2:7]1>>[OH:1][CH:2]1[CH2:3][CH2:4][CH:5]([N:8]2[C:9](=[O:28])[C:10]3([CH2:11][CH2:12]2)[CH2:13][CH2:14][NH:15][CH2:16][CH2:17]3)[CH2:6][CH2:7]1.